Dataset: the Open Reaction Database (ORD), a public repository of structured organic reaction records. Task: describe an organic reaction: reactants, conditions, products, and yield Reactants: C1CCOC1, O=Cc1ccc2c(n1)NCCC2. Yields the product OCc1ccc2c(n1)NCCC2. As a reaction SMILES: [CH2:13]1[O:14][CH2:15][CH2:16][CH2:17]1.[n:1]1[c:2]([CH:11]=[O:12])[cH:3][cH:4][c:5]2[c:10]1[NH:9][CH2:8][CH2:7][CH2:6]2>>[n:1]1[c:2]([CH2:11][OH:12])[cH:3][cH:4][c:5]2[c:10]1[NH:9][CH2:8][CH2:7][CH2:6]2. As a reaction SMILES: [C:1](=[O:2])([OH:3])[c:4]1[cH:5][cH:6][c:7](-[c:10]2[c:11]([C:19](=[O:20])[OH:21])[s:12][c:13]([S:17][CH3:18])[c:14]2[C:15]#[N:16])[cH:8][cH:9]1.[C:22]([c:23]1[nH:24][cH:25][cH:26][n:27]1)([c:28]1[nH:29][cH:30][cH:31][n:32]1)=[O:33].[CH3:34][CH:35]([CH3:36])[NH2:37].[Cl:40][CH2:41][Cl:42].[ClH:38].[OH2:39]>>[C:1](=[O:3])([c:4]1[cH:5][cH:6][c:7](-[c:10]2[c:11]([C:19](=[O:20])[OH:21])[s:12][c:13]([S:17][CH3:18])[c:14]2[C:15]#[N:16])[cH:8][cH:9]1)[NH:37][CH:35]([CH3:34])[CH3:36]. Product: CSc1sc(C(=O)O)c(-c2ccc(C(=O)NC(C)C)cc2)c1C#N. Starting materials: CSc1sc(C(=O)O)c(-c2ccc(C(=O)O)cc2)c1C#N, O=C(c1ncc[nH]1)c1ncc[nH]1, CC(C)N, ClCCl, Cl, O. The reactants are NC1=NC(=C(C(=N1)OCC1=CC=C(C=C1)CNC(C(F)(F)F)=O)N=O)NC(CCCNC(=O)OC(C)(C)C)=O (2-Amino-6-(4-(tert-butoxycarbonylamino)-butanoylamino)-5-nitroso-4-[4-(2,2,2-trifluoro-acetamidomethyl)-benzyloxy]-pyrimidine), C1(=CC=CC=C1)P(C1=CC=CC=C1)C1=CC=CC=C1 (triphenylphosphine). Solvent: CC=1C=CC=CC1C (o-xylene). The product is NC1=NC(=C2N=C(NC2=N1)CCCNC(=O)OC(C)(C)C)OCC1=CC=C(CNC(C(F)(F)F)=O)C=C1 (N-[4-(2-Amino-8-(3-(tert-butoxycarbonylamino)-propyl)-9H-purin-6-yloxymethyl)-benzyl]-2,2,2-trifluoro-acetamide). Isolated yield 107.0%. RXN SMILES: [NH2:1][C:2]1[N:7]=[C:6]([O:8][CH2:9][C:10]2[CH:15]=[CH:14][C:13]([CH2:16][NH:17][C:18](=[O:23])[C:19]([F:22])([F:21])[F:20])=[CH:12][CH:11]=2)[C:5]([N:24]=O)=[C:4]([NH:26][C:27](=O)[CH2:28][CH2:29][CH2:30][NH:31][C:32]([O:34][C:35]([CH3:38])([CH3:37])[CH3:36])=[O:33])[N:3]=1.C1(P(C2C=CC=CC=2)C2C=CC=CC=2)C=CC=CC=1>CC1C=CC=CC=1C>[NH2:1][C:2]1[N:3]=[C:4]2[C:5]([N:24]=[C:27]([CH2:28][CH2:29][CH2:30][NH:31][C:32]([O:34][C:35]([CH3:38])([CH3:36])[CH3:37])=[O:33])[NH:26]2)=[C:6]([O:8][CH2:9][C:10]2[CH:11]=[CH:12][C:13]([CH2:16][NH:17][C:18](=[O:23])[C:19]([F:21])([F:20])[F:22])=[CH:14][CH:15]=2)[N:7]=1. Procedure: Nitroso-pyrimidine 39 (Example 22, 1.84 g, 3.3 mmol) and triphenylphosphine (1.89 g, 7 mmol) in 20 mL o-xylene are heated to reflux for 10 h. After cooling to room temperature the solvent is removed in vacuo and the remaining residue redissolved in ethyl acetate. The residue is adsorbed on SiO2 and purified by flash column chromatography (ethyl acetate/ethanol 1:0 to 10:1) to yield the title compound as a colorless solid (1.04 g, 3.53 mmol, 50.4%). 1H-NMR (400 MHz, DMSO-d6): δ=7.46 (d, J=8.1, 2H...